This data is from the Open Reaction Database (ORD), a public repository of structured organic reaction records. The task is: describe an organic reaction: reactants, conditions, products, and yield The reactants are NCCS (cysteamine), ClC1=CC=C(C=N1)C=1C=NC(=CC1)Cl (6,6′-dichloro-3,3′-bipyridine), crude product. The solvent is CCO (EtOH). The product is NCCSC1=CC=C(C=N1)C=1C=NC(=CC1)SCCN (6,6′-di(2-aminoethylsulfanyl)-3,3′-bipyridine), product. Isolated yield 75.0%. As a reaction SMILES: Cl[C:2]1[N:7]=[CH:6][C:5]([C:8]2[CH:9]=[N:10][C:11](Cl)=[CH:12][CH:13]=2)=[CH:4][CH:3]=1.[NH2:15][CH2:16][CH2:17][SH:18]>CCO>[NH2:15][CH2:16][CH2:17][S:18][C:2]1[N:7]=[CH:6][C:5]([C:8]2[CH:9]=[N:10][C:11]([S:18][CH2:17][CH2:16][NH2:15])=[CH:12][CH:13]=2)=[CH:4][CH:3]=1. Procedure: The title compound was prepared as described by Constable et al.13 The same reaction was repeated using 6,6′-dichloro-3,3′-bipyridine (0.154 g, 0.684 mmol) in EtOH (150 mL) under reflux for 24 h to give a yellow oil. The crude product showed the presence of cysteamine (1H n.m.r.) and washing with water gave a clean product (1.3 g, 75%). Mass spectrum (ESI): m/z 153.9 [½ (M+2H)2+]; 307.2 (M+H)+. 1H n.m.r. (300 MHz, CDCl3): δ 1.5 (bs, 4H); 3.02 (t, J 6.4 Hz, 4H); 3.32 (t, J 6.4 Hz, 4H); 7.26 (dd, ...